Dataset: the Open Reaction Database (ORD), a public repository of structured organic reaction records. Task: describe an organic reaction: reactants, conditions, products, and yield Starting materials: CN(C)C=O, O=C(Cl)C(=O)Cl, O=C(O)CCc1ccccc1F. Yields the product O=C(Cl)CCc1ccccc1F. RXN SMILES: [CH3:19][N:20]([CH3:21])[CH:22]=[O:23].[Cl:13][C:14]([C:15]([Cl:16])=[O:17])=[O:18].[F:1][c:2]1[c:3]([CH2:8][CH2:9][C:10](=[O:11])[OH:12])[cH:4][cH:5][cH:6][cH:7]1>>[F:1][c:2]1[c:3]([CH2:8][CH2:9][C:10](=[O:12])[Cl:13])[cH:4][cH:5][cH:6][cH:7]1. Reactants: O=C([O-])O, CCO, CCOC(C)=O, CCNC(=O)c1ccc(Sc2ccc([N+](=O)[O-])c(Cl)c2F)cc1, Cl, [Fe], [Na+], O. Product: CCNC(=O)c1ccc(Sc2ccc(N)c(Cl)c2F)cc1. As a reaction SMILES: [C:28](=[O:29])([OH:30])[O-:31].[CH3:24][CH2:25][OH:26].[CH3:34][CH2:35][O:36][C:37]([CH3:38])=[O:39].[Cl:1][c:2]1[c:3]([N+:21]([O-:22])=[O:23])[cH:4][cH:5][c:6]([S:9][c:10]2[cH:11][cH:12][c:13]([C:16]([NH:17][CH2:18][CH3:19])=[O:20])[cH:14][cH:15]2)[c:7]1[F:8].[ClH:27].[Fe:33].[Na+:32].[OH2:40]>>[Cl:1][c:2]1[c:3]([NH2:21])[cH:4][cH:5][c:6]([S:9][c:10]2[cH:11][cH:12][c:13]([C:16]([NH:17][CH2:18][CH3:19])=[O:20])[cH:14][cH:15]2)[c:7]1[F:8]. Starting materials: Cc1ccc(C(N)=O)cc1-c1ccc2c(N3CCSCC3)nncc2c1, CO, O. Yields the product Cc1ccc(C(N)=O)cc1-c1ccc2c(N3CCS(=O)CC3)nncc2c1. As a reaction SMILES: [CH3:1][c:2]1[c:3](-[c:11]2[cH:12][c:13]3[cH:14][n:15][n:16][c:17]([N:21]4[CH2:22][CH2:23][S:24][CH2:25][CH2:26]4)[c:18]3[cH:19][cH:20]2)[cH:4][c:5]([C:6](=[O:7])[NH2:8])[cH:9][cH:10]1.[CH3:27][OH:28].[OH2:29]>>[CH3:1][c:2]1[c:3](-[c:11]2[cH:12][c:13]3[cH:14][n:15][n:16][c:17]([N:21]4[CH2:22][CH2:23][S:24](=[O:28])[CH2:25][CH2:26]4)[c:18]3[cH:19][cH:20]2)[cH:4][c:5]([C:6](=[O:7])[NH2:8])[cH:9][cH:10]1. The reactants are COCCBr, O=C([O-])[O-], CC(C)n1ncnc1-c1cn2c(n1)-c1ccc(C3CCNCC3)cc1OCC2, ClCCl, O=C(O)C(F)(F)F, [K+], [K+], CN(C)C=O. Product: COCCN1CCC(c2ccc3c(c2)OCCn2cc(-c4ncnn4C(C)C)nc2-3)CC1. RXN SMILES: [Br:42][CH2:43][CH2:44][O:45][CH3:46].[C:36](=[O:37])([O-:38])[O-:39].[CH:8]([CH3:9])([CH3:10])[n:11]1[n:12][cH:13][n:14][c:15]1-[c:16]1[cH:17][n:18]2[c:24]([n:25]1)-[c:23]1[c:22]([cH:29][c:28]([CH:30]3[CH2:31][CH2:32][NH:33][CH2:34][CH2:35]3)[cH:27][cH:26]1)[O:21][CH2:20][CH2:19]2.[Cl:52][CH2:53][Cl:54].[F:1][C:2]([F:3])([F:4])[C:5]([OH:6])=[O:7].[K+:40].[K+:41].[O:47]=[CH:48][N:49]([CH3:50])[CH3:51]>>[CH:8]([CH3:9])([CH3:10])[n:11]1[n:12][cH:13][n:14][c:15]1-[c:16]1[cH:17][n:18]2[c:24]([n:25]1)-[c:23]1[c:22]([cH:29][c:28]([CH:30]3[CH2:31][CH2:32][N:33]([CH2:43][CH2:44][O:45][CH3:46])[CH2:34][CH2:35]3)[cH:27][cH:26]1)[O:21][CH2:20][CH2:19]2. Starting materials: N1(CCCC1)CCOC1=CC=C(C=C1)NC1=NN2C(C=CC=C2C=2C=NN(C2)CC(=O)O)=N1 ((4-{2-[4-(2-pyrrolidin-1-yl-ethoxy)-phenylamino]-[1,2,4]triazolo[1,5-a]pyridin-5-yl}-pyrazol-1-yl)-acetic acid), CCN=C=NCCCN(C)C (EDCI), C(C)(C)N(CC)C(C)C (diisopropylethylamine), C=1C=CC2=C(C1)N=NN2O (HOBT), C(C(C)(C)C)N (neopentylamine). Solvent: CN(C=O)C (dimethylformamide). Run at time 18 hour. Yields the product CC(CNC(CN1N=CC(=C1)C1=CC=CC=2N1N=C(N2)NC2=CC=C(C=C2)OCCN2CCCC2)=O)(C)C (N-(2,2-Dimethyl-propyl)-2-(4-{2-[4-(2-pyrrolidin-1-yl-ethoxy)-phenylamino]-[1,2,4]triazolo[1,5-a]pyridin-5-yl}-pyrazol-1-yl)-acetamide). RXN SMILES: [N:1]1([CH2:6][CH2:7][O:8][C:9]2[CH:14]=[CH:13][C:12]([NH:15][C:16]3[N:33]=[C:19]4[CH:20]=[CH:21][CH:22]=[C:23]([C:24]5[CH:25]=[N:26][N:27]([CH2:29][C:30]([OH:32])=O)[CH:28]=5)[N:18]4[N:17]=3)=[CH:11][CH:10]=2)[CH2:5][CH2:4][CH2:3][CH2:2]1.CCN=C=NCCCN(C)C.C(N(C(C)C)CC)(C)C.C1C=CC2N(O)N=NC=2C=1.[CH2:64]([NH2:69])[C:65]([CH3:68])([CH3:67])[CH3:66]>CN(C)C=O>[CH3:66][C:65]([CH3:68])([CH3:67])[CH2:64][NH:69][C:30](=[O:32])[CH2:29][N:27]1[CH:28]=[C:24]([C:23]2[N:18]3[N:17]=[C:16]([NH:15][C:12]4[CH:13]=[CH:14][C:9]([O:8][CH2:7][CH2:6][N:1]5[CH2:2][CH2:3][CH2:4][CH2:5]5)=[CH:10][CH:11]=4)[N:33]=[C:19]3[CH:20]=[CH:21][CH:22]=2)[CH:25]=[N:26]1. Reported procedure: To a stirred solution of (4-{2-[4-(2-pyrrolidin-1-yl-ethoxy)-phenylamino]-[1,2,4]triazolo[1,5-a]pyridin-5-yl}-pyrazol-1-yl)-acetic acid (0.60 g, 0.128 mmol) in dimethylformamide (1 ml) was added EDCI (50 mg, 0.256 mmol), diisopropylethylamine (112 μl, 0.640 mmol), HOBT (35 mg, 0.256 mmol) and finally neopentylamine (30 μl, 0.256 mmol). The mixture was stirred for 18 hours at room temperature, then filtered and concentrated in vacuo. The title compound was purified by preparatory HPLC to yield th... The reactants are [OH-].[Na+] (sodium hydroxide), C(C1=CC=CC=C1)N1CCNCC1 (1-benzylpiperazine), ClC(=O)OC (methyl chloroformate). The solvent is O (water), C(Cl)(Cl)Cl (CHCl3), C(Cl)(Cl)Cl (CHCl3). The product is C(=O)(OC)N1CCN(CC1)CC1=CC=CC=C1 (1-carbomethoxy-4-benzylpiperazine). Yield: 81.8%. Reaction SMILES: [CH2:1]([N:8]1[CH2:13][CH2:12][NH:11][CH2:10][CH2:9]1)[C:2]1[CH:7]=[CH:6][CH:5]=[CH:4][CH:3]=1.Cl[C:15]([O:17][CH3:18])=[O:16].[OH-].[Na+]>C(Cl)(Cl)Cl.O>[C:15]([N:11]1[CH2:12][CH2:13][N:8]([CH2:1][C:2]2[CH:3]=[CH:4][CH:5]=[CH:6][CH:7]=2)[CH2:9][CH2:10]1)([O:17][CH3:18])=[O:16] |f:2.3|. Procedure: To a solution of 35.2 g (0.20 mole) of 1-benzylpiperazine in 100 ml of CHCl3 was added dropwise over a period of 30 minutes a solution of 17.0 g (0.18 mole) of methyl chloroformate in 110 ml of CHCl3. The mixture was allowed to reflux during 2.5 hours and was made basic with 16 g of sodium hydroxide in 100 ml of water. The nonaqueous layer was separated, dried over magnesium sulphate and concentrated. The residue was distilled b.p. 108°-10° C. at 0.1-0.2 mmHg to give 34.5 g of 1-carbomethoxy-4-b... Starting materials: N(=O)OCC(C)C (Isobutyl nitrite), C(CC(C)C)N(C(NCCCl)=O)[C@]1([C@H]([C@@](O)(O[C@@H]([C@H]1O)CO)CC(C)C)O)O (3-isopentyl-3-(isobutyl α-D-glucopyranose-3-yl)-1-(2-chloroethyl)urea), O1CCCC1 (tetrahydrofuran), Cl (hydrochloric acid). The solvent is C(C)O (ethanol). Yields the product C(CC(C)C)N(C(N(N=O)CCCl)=O)[C@]1([C@H]([C@@](O)(O[C@@H]([C@H]1O)CO)CC(C)C)O)O (3-isopentyl-3-(isobutyl α-D-glucopyranose-3-yl)-1-(2-chloroethyl)-1-nitrosourea). The yield is 67.3%. RXN SMILES: [N:1](OCC(C)C)=[O:2].[CH2:8]([N:13]([C@:20]1([OH:35])[C@H:26]([OH:27])[C@@H:25]([CH2:28][OH:29])[O:24][C@:22]([CH2:30][CH:31]([CH3:33])[CH3:32])([OH:23])[C@@H:21]1[OH:34])[C:14](=[O:19])[NH:15][CH2:16][CH2:17][Cl:18])[CH2:9][CH:10]([CH3:12])[CH3:11].O1CCCC1.Cl>C(O)C>[CH2:8]([N:13]([C@:20]1([OH:35])[C@H:26]([OH:27])[C@@H:25]([CH2:28][OH:29])[O:24][C@:22]([CH2:30][CH:31]([CH3:33])[CH3:32])([OH:23])[C@@H:21]1[OH:34])[C:14](=[O:19])[N:15]([CH2:16][CH2:17][Cl:18])[N:1]=[O:2])[CH2:9][CH:10]([CH3:11])[CH3:12]. Procedure details: Isobutyl nitrite (3.5 ml) was dropped into a solution of 3-isopentyl-3-(isobutyl α-D-glucopyranose-3-yl)-1-(2-chloroethyl)urea (3.48 g, 8.47 mmol) in a mixture of ethanol (50 ml), tetrahydrofuran (150 ml), and 2N hydrochloric acid (30 ml) with well stirring at 0° to 5° C. Thereafter, 2.51 g of 3-isopentyl-3-(isobutyl α-D-glucopyranose-3-yl)-1-(2-chloroethyl)-1-nitrosourea was obtained by the same operations of Example 63(2); yield 67.3%, m.p. 69°-71° C., [α]D20 +45.8° (C 1.0, methanol). Starting materials: C(C)(=O)OCC1=C(S[C@H]2N(C1C(=O)O)C([C@H]2C(CC2=CC=CC=C2)=O)=O)N (3-acetyloxymethyl-7β-phenylacetyl-amino-ceph-2-em-4ξ-carboxylic acid), FC(C(=O)O)(F)F (trifluoroacetic acid), C1(=CC=CC=C1)C (toluene). Reaction conditions: time 1 hour. Yields the product C(C1=CC=CO1)C1=C(S[C@H]2N(C1C(=O)O)C([C@H]2C(CC2=CC=CC=C2)=O)=O)N (3-furfuryl-7β-phenylacetyl-amino-ceph- 2-em-4ξ-carboxylic acid). RXN SMILES: C(O[CH2:5][C:6]1[CH:11]([C:12]([OH:14])=[O:13])[N:10]2[C:15](=[O:26])[C@@H:16]([C:17](=[O:25])[CH2:18][C:19]3[CH:24]=[CH:23][CH:22]=[CH:21][CH:20]=3)[C@H:9]2[S:8][C:7]=1[NH2:27])(=O)C.[C:28]1(C)C=C[CH:31]=[CH:30][CH:29]=1.FC(F)(F)C(O)=[O:38]>>[CH2:5]([C:6]1[CH:11]([C:12]([OH:14])=[O:13])[N:10]2[C:15](=[O:26])[C@@H:16]([C:17](=[O:25])[CH2:18][C:19]3[CH:24]=[CH:23][CH:22]=[CH:21][CH:20]=3)[C@H:9]2[S:8][C:7]=1[NH2:27])[C:28]1[O:38][CH:31]=[CH:30][CH:29]=1. Procedure details: A solution of 7.8 g of 3-acetyloxymethyl-7β-phenylacetyl-amino-ceph-2-em-4ξ-carboxylic acid in 60 ml of trifluoroacetic acid, prepared at room temperature within 15 minutes, is treated with an equal volume of toluene and evaporated to dryness. The residue, which contains the 7β-phenylacetyl-amino-3-trifluoroacetyloxymethyl-ceph-2-em-4ξ-carboxylic acid, is dissolved in 200 ml of dry formamide and treated with 5.80 ml of furan. After reacting for 1 hour at 50° under nitrogen, the reaction mixture ...